describe an organic reaction: reactants, conditions, products, and yield From a dataset of the Open Reaction Database (ORD), a public repository of structured organic reaction records. Yields the product CC1=NN2C(N=C(C=C2NC[C@H]2N(CCC[C@H]2C)C(=O)C2=C(C=CC(=C2)C)N2N=CC=N2)C)=N1 (((2S,3R)-2-(((2,5-Dimethyl-[1,2,4]triazolo[1,5-a]pyrimidin-7-yl)amino)methyl)-3-methylpiperidin-1-yl)(5-methyl-2-(2H-1,2,3-triazol-2-yl)phenyl)methanone). Starting materials: NC[C@H]1N(CCC[C@H]1C)C(=O)C1=C(C=CC(=C1)C)N1N=CC=N1 (((2S,3R)-2-(aminomethyl)-3-methylpiperidin-1-yl)(5-methyl-2-(2H-1,2,3-triazol-2-yl)phenyl)methanone), ClC1=CC(=NC=2N1N=C(N2)C)C (7-chloro-2,5-dimethyl-[1,2,4]triazolo[1,5-a]pyrimidine). As a reaction SMILES: [NH2:1][CH2:2][C@@H:3]1[C@H:8]([CH3:9])[CH2:7][CH2:6][CH2:5][N:4]1[C:10]([C:12]1[CH:17]=[C:16]([CH3:18])[CH:15]=[CH:14][C:13]=1[N:19]1[N:23]=[CH:22][CH:21]=[N:20]1)=[O:11].Cl[C:25]1[N:30]2[N:31]=[C:32]([CH3:34])[N:33]=[C:29]2[N:28]=[C:27]([CH3:35])[CH:26]=1>>[CH3:34][C:32]1[N:33]=[C:29]2[N:28]=[C:27]([CH3:35])[CH:26]=[C:25]([NH:1][CH2:2][C@@H:3]3[C@H:8]([CH3:9])[CH2:7][CH2:6][CH2:5][N:4]3[C:10]([C:12]3[CH:17]=[C:16]([CH3:18])[CH:15]=[CH:14][C:13]=3[N:19]3[N:23]=[CH:22][CH:21]=[N:20]3)=[O:11])[N:30]2[N:31]=1. Procedure details: The title compound was prepared following the same general protocol as described for Example A1 using ((2S,3R)-2-(aminomethyl)-3-methylpiperidin-1-yl)(5-methyl-2-(2H-1,2,3-triazol-2-yl)phenyl)methanone and 7-chloro-2,5-dimethyl-[1,2,4]triazolo[1,5-a]pyrimidine. ESI-MS (m/z): 460 [M+1]+. The reactants are C(C)(=O)OC=1C=C(C(=NC1)F)CC (5-acetoxy-3-ethyl-2-fluoropyridine), C(=O)([O-])[O-].[K+].[K+] (K2CO3). Solvent: CO (MeOH). Run at time 24 hour. Yields the product C(C)C=1C(=NC=C(C1)O)F (3-Ethyl-2-fluoro-5-hydroxypyridine). Isolated yield 69.0%. Reaction SMILES: C([O:4][C:5]1[CH:6]=[C:7]([CH2:12][CH3:13])[C:8]([F:11])=[N:9][CH:10]=1)(=O)C.C([O-])([O-])=O.[K+].[K+]>CO>[CH2:12]([C:7]1[C:8]([F:11])=[N:9][CH:10]=[C:5]([OH:4])[CH:6]=1)[CH3:13] |f:1.2.3|. Reported procedure: To a stirred solution of the 5-acetoxy-3-ethyl-2-fluoropyridine from Step 126e above (2.22 g, 12.1 mmol) in MeOH (50 mL) was added K2CO3 (0.84 g, 6.10 mmol). The reaction mixture was allowed to stir at room temperature 24 h. The solvent was evaporated and the residue was diluted with Et2O (100 mL) and water (100 mL). The phases were separated and the aqueous phase was neutralized (pH 7) by the addition of 1 N aqueous HCl, and extracted with diethyl ether (2×100 mL). The combined ethereal extract... Starting materials: C([O-])([O-])=O.[Na+].[Na+] (sodium carbonate), COC(C1=C(N=C(C=C1)C)Cl)=O (2-Chloro-6-methylnicotinic acid methyl ester), FC(C1=CC=C(C=C1)B(O)O)(F)F (4-trifluoromethylphenylboronic acid), C(C)(=O)OCC (Ethyl acetate). The reagents and catalysts are C=1C=CC(=CC1)[P](C=2C=CC=CC2)(C=3C=CC=CC3)[Pd]([P](C=4C=CC=CC4)(C=5C=CC=CC5)C=6C=CC=CC6)([P](C=7C=CC=CC7)(C=8C=CC=CC8)C=9C=CC=CC9)[P](C=1C=CC=CC1)(C=1C=CC=CC1)C=1C=CC=CC1 (tetrakis(triphenylphosphine)palladium(0)). Run in C(C)O (ethanol), C1(=CC=CC=C1)C (toluene). Run at temperature 120 celsius, time 3 hour. The product is COC(C1=C(N=C(C=C1)C)C1=CC=C(C=C1)C(F)(F)F)=O (6-Methyl-2-(4-trifluoromethylphenyl)nicotinic acid methyl ester). The yield is 87.2%. As a reaction SMILES: [CH3:1][O:2][C:3](=[O:12])[C:4]1[CH:9]=[CH:8][C:7]([CH3:10])=[N:6][C:5]=1Cl.[F:13][C:14]([F:25])([F:24])[C:15]1[CH:20]=[CH:19][C:18](B(O)O)=[CH:17][CH:16]=1.C(=O)([O-])[O-].[Na+].[Na+].C(OCC)(=O)C>C(O)C.C1(C)C=CC=CC=1.C1C=CC([P]([Pd]([P](C2C=CC=CC=2)(C2C=CC=CC=2)C2C=CC=CC=2)([P](C2C=CC=CC=2)(C2C=CC=CC=2)C2C=CC=CC=2)[P](C2C=CC=CC=2)(C2C=CC=CC=2)C2C=CC=CC=2)(C2C=CC=CC=2)C2C=CC=CC=2)=CC=1>[CH3:1][O:2][C:3](=[O:12])[C:4]1[CH:9]=[CH:8][C:7]([CH3:10])=[N:6][C:5]=1[C:18]1[CH:19]=[CH:20][C:15]([C:14]([F:25])([F:24])[F:13])=[CH:16][CH:17]=1 |f:2.3.4,^1:51,53,72,91|. Procedure details: 2-Chloro-6-methylnicotinic acid methyl ester (18.6 g) and 4-trifluoromethylphenylboronic acid (22.0 g) were dissolved in a mixed solvent of ethanol (100 mL) and toluene (100 mL), and to this solution were added 2M sodium carbonate (100 mL) and tetrakis(triphenylphosphine)palladium(0) (2.90 g). The mixture was stirred at 120° C. for 3 hours under heating. Ethyl acetate (200 mL) was added to the reaction solution. The aqueous layer was separated off. The organic layer was washed successively with ... As a reaction SMILES: [C:10](=[O:11])([O-:12])[O-:13].[Cl:16][CH2:17][C:18](=[O:19])[N:20]1[CH2:21][CH2:22][N:23]([c:26]2[cH:27][cH:28][c:29]([Cl:32])[cH:30][cH:31]2)[CH2:24][CH2:25]1.[K+:14].[K+:15].[O:33]=[CH:34][N:35]([CH3:36])[CH3:37].[n:1]1[cH:2][nH:3][c:4]2[c:5]1[cH:6][cH:7][cH:8][cH:9]2>>[n:1]1([CH2:17][C:18](=[O:19])[N:20]2[CH2:21][CH2:22][N:23]([c:26]3[cH:27][cH:28][c:29]([Cl:32])[cH:30][cH:31]3)[CH2:24][CH2:25]2)[cH:2][n:3][c:4]2[c:5]1[cH:6][cH:7][cH:8][cH:9]2. Product: O=C(Cn1cnc2ccccc21)N1CCN(c2ccc(Cl)cc2)CC1. Reactants: O=C([O-])[O-], O=C(CCl)N1CCN(c2ccc(Cl)cc2)CC1, [K+], [K+], CN(C)C=O, c1ccc2[nH]cnc2c1. The reactants are O=C(OCc1ccccc1)N1CCC2C(c3ccc(F)cc3)Nc3ccccc3C21, CCO. Product: Fc1ccc(C2Nc3ccccc3C3NCCC23)cc1. Reaction SMILES: [CH2:1]([O:2][C:3](=[O:4])[N:11]1[CH2:12][CH2:13][CH:14]2[CH:15]([c:24]3[cH:25][cH:26][c:27]([F:30])[cH:28][cH:29]3)[NH:16][c:17]3[cH:18][cH:19][cH:20][cH:21][c:22]3[CH:23]12)[c:5]1[cH:6][cH:7][cH:8][cH:9][cH:10]1.[CH3:31][CH2:32][OH:33]>>[NH:11]1[CH2:12][CH2:13][CH:14]2[CH:15]([c:24]3[cH:25][cH:26][c:27]([F:30])[cH:28][cH:29]3)[NH:16][c:17]3[cH:18][cH:19][cH:20][cH:21][c:22]3[CH:23]12. Reactants: [OH-].[Na+] (sodium hydroxide), ketone, FC(SC=1C=C(C=CC1)C=C(C)[N+](=O)[O-])(F)F (1-(3'trifluoromethylthio-phenyl)-2-nitro-propene), ferric chloride, Cl (hydrochloric acid). Reagents/catalysts: [Fe] (iron). Conditions: time 7 hour. Product: FC(SC=1C=C(C=CC1)CC(C)=O)(F)F (1-(3'-trifluoromethylthio-phenyl)-2-propanone). The yield is 60.5%. RXN SMILES: [F:1][C:2]([F:17])([F:16])[S:3][C:4]1[CH:5]=[C:6]([CH:10]=[C:11]([N+]([O-])=O)[CH3:12])[CH:7]=[CH:8][CH:9]=1.Cl.[OH-:19].[Na+]>[Fe]>[F:1][C:2]([F:17])([F:16])[S:3][C:4]1[CH:5]=[C:6]([CH2:10][C:11](=[O:19])[CH3:12])[CH:7]=[CH:8][CH:9]=1 |f:2.3|. Reported procedure: 13.2 g (50 mmols) of 1-(3'trifluoromethylthio-phenyl)-2-nitro-propene, 19.6 g (0.35 g atom) of iron powder and 0.25 g of ferric chloride are introduced into a 250 ml three-necked flask equipped with a mechanical stirrer, a condenser and a dropping funnel and this mixture is heated on an oil bath at 80°-90° C. 13.5 ml of concentrated hydrochloric acid are added dropwise, via the dropping funnel, with stirring, over the course of 7 hours, while the temperature is kept at 90° C. The reaction mixtur...